Dataset: the Open Reaction Database (ORD), a public repository of structured organic reaction records. Task: describe an organic reaction: reactants, conditions, products, and yield Starting materials: OCC=1CS[C@H]2N(C1C(=O)OC(C1=CC=CC=C1)C1=CC=CC=C1)C(C2NC(COC2=CC=CC=C2)=O)=O (diphenylmethyl 3-hydroxymethyl-7-phenoxyacetamido-3-cephem-4-carboxylate), C1=CC(=CC=C1O)Br (p-bromophenol). Yields the product BrC1=CC=C(OCC=2CS[C@H]3N(C2C(=O)OC(C2=CC=CC=C2)C2=CC=CC=C2)C(C3NC(COC3=CC=CC=C3)=O)=O)C=C1 (Diphenylmethyl 3-(4-bromophenoxy)methyl-7-phenoxyacetamido-3-cephem-4-carboxylate). RXN SMILES: [OH:1][CH2:2][C:3]1[CH2:4][S:5][C@@H:6]2[CH:26]([NH:27][C:28](=[O:37])[CH2:29][O:30][C:31]3[CH:36]=[CH:35][CH:34]=[CH:33][CH:32]=3)[C:25](=[O:38])[N:7]2[C:8]=1[C:9]([O:11][CH:12]([C:19]1[CH:24]=[CH:23][CH:22]=[CH:21][CH:20]=1)[C:13]1[CH:18]=[CH:17][CH:16]=[CH:15][CH:14]=1)=[O:10].[CH:39]1[C:44](O)=[CH:43][CH:42]=[C:41]([Br:46])[CH:40]=1>>[Br:46][C:41]1[CH:42]=[CH:43][C:44]([O:1][CH2:2][C:3]2[CH2:4][S:5][C@@H:6]3[CH:26]([NH:27][C:28](=[O:37])[CH2:29][O:30][C:31]4[CH:36]=[CH:35][CH:34]=[CH:33][CH:32]=4)[C:25](=[O:38])[N:7]3[C:8]=2[C:9]([O:11][CH:12]([C:13]2[CH:14]=[CH:15][CH:16]=[CH:17][CH:18]=2)[C:19]2[CH:24]=[CH:23][CH:22]=[CH:21][CH:20]=2)=[O:10])=[CH:39][CH:40]=1. Procedure: The procedure described in Example 1(a) was repeated, but using 2.00 g of diphenylmethyl 3-hydroxymethyl-7-phenoxyacetamido-3-cephem-4-carboxylate and p-bromophenol, to afford 420 mg of the title compound as a powder. The reactants are CC1(CCC(C2=C1C=C1C(C=COC1=C2)=O)(C)C)C (6,6,9,9-tetramethyl-6,7,8,9-tetrahydrobenzo[g]chromen-4-one). The reagents and catalysts are [Pd] (palladium on carbon). Solvent: CCOC(=O)C.CO (EtOAc methanol). Run at time 14 hour. The product is CC1(CCC(C2=C1C=C1C(CCOC1=C2)=O)(C)C)C (6,6,9,9-tetramethyl-2,3,6,7,8,9-hexahydrobenzo[g]chromen-4-one). Isolated yield 94.8%. As a reaction SMILES: [CH3:1][C:2]1([CH3:19])[C:7]2[CH:8]=[C:9]3[C:14](=[CH:15][C:6]=2[C:5]([CH3:18])([CH3:17])[CH2:4][CH2:3]1)[O:13][CH:12]=[CH:11][C:10]3=[O:16]>[Pd].CCOC(C)=O.CO>[CH3:1][C:2]1([CH3:19])[C:7]2[CH:8]=[C:9]3[C:14](=[CH:15][C:6]=2[C:5]([CH3:18])([CH3:17])[CH2:4][CH2:3]1)[O:13][CH2:12][CH2:11][C:10]3=[O:16] |f:2.3|. Reported procedure: A solution of 6,6,9,9-tetramethyl-6,7,8,9-tetrahydrobenzo[g]chromen-4-one (4.4 g, 17.2 mmol) in 1:1 EtOAc/methanol (250 ml) containing 10% palladium on carbon (1:1 g, 7% by weight) was stirred at room temperature under an atmosphere of hydrogen (balloon) for 14 h. TLC analysis indicated complete reaction. The mixture was filtered and concentrated to give a yellow oil. The oil was passed through a small column of silica (10% EtOAc in hexane) and concentration to give 6,6,9,9-tetramethyl-2,3,6,7,8... Starting materials: C(C)(C)(C)C1=NN(C(=C1)NC(NC1=CC=C(C2=CC=CC=C12)OCC1=CC(=NC=C1)NC(CCl)=O)=O)C1=CC=C(C=C1)C (N-(4-((4-(3-(3-tert-butyl-1-p-tolyl-1H-pyrazol-5-yl)ureido)naphthalen-1-yloxy)methyl)pyridin-2-yl)-2-chloroacetamide), C(C)(C)(C)C1=NN(C(=C1)NC(NC1=CC=C(C2=CC=CC=C12)OCC1=CC(=NC=C1)NC(CCl)=O)=O)C1=CC=C(C=C1)C (N-(4-((4-(3-(3-tert-butyl-1-p-tolyl-1H-pyrazol-5-yl)ureido)naphthalen-1-yloxy)methyl)pyridin-2-yl)-2-chloroacetamide), CCN(C(C)C)C(C)C (DIPEA), CN (methylamine). Run in C(Cl)Cl (DCM), CN(C)C=O (DMF). Run at temperature 40 celsius, time 12 hour. Yields the product C(C)(C)(C)C1=NN(C(=C1)NC(NC1=CC=C(C2=CC=CC=C12)OCC1=CC(=NC=C1)NC(CNC)=O)=O)C1=CC=C(C=C1)C (N-(4-((4-(3-(3-tert-butyl-1-p-tolyl-1H-pyrazol-5-yl)ureido)naphthalen-1-yloxy)methyl)pyridin-2-yl)-2-(methylamino) acetamide). The yield is 12.7%. RXN SMILES: [C:1]([C:5]1[CH:9]=[C:8]([NH:10][C:11](=[O:36])[NH:12][C:13]2[C:22]3[C:17](=[CH:18][CH:19]=[CH:20][CH:21]=3)[C:16]([O:23][CH2:24][C:25]3[CH:30]=[CH:29][N:28]=[C:27]([NH:31][C:32](=[O:35])[CH2:33]Cl)[CH:26]=3)=[CH:15][CH:14]=2)[N:7]([C:37]2[CH:42]=[CH:41][C:40]([CH3:43])=[CH:39][CH:38]=2)[N:6]=1)([CH3:4])([CH3:3])[CH3:2].C[CH2:45][N:46](C(C)C)C(C)C.CN>C(Cl)Cl.CN(C=O)C>[C:1]([C:5]1[CH:9]=[C:8]([NH:10][C:11](=[O:36])[NH:12][C:13]2[C:22]3[C:17](=[CH:18][CH:19]=[CH:20][CH:21]=3)[C:16]([O:23][CH2:24][C:25]3[CH:30]=[CH:29][N:28]=[C:27]([NH:31][C:32](=[O:35])[CH2:33][NH:46][CH3:45])[CH:26]=3)=[CH:15][CH:14]=2)[N:7]([C:37]2[CH:42]=[CH:41][C:40]([CH3:43])=[CH:39][CH:38]=2)[N:6]=1)([CH3:4])([CH3:3])[CH3:2]. Procedure details: To a solution of N-(4-((4-(3-(3-tert-butyl-1-p-tolyl-1H-pyrazol-5-yl)ureido)naphthalen-1-yloxy) methyl)pyridin-2-yl)-2-chloroacetamide (Intermediate B) (50 mg, 0.08 mmol) in DCM (1.0 mL), DMF (0.2 mL) and DIPEA (17 μl, 0.10 mmol) was added methylamine (2.0M solution in THF) (41 μl, 0.08 mmol). The reaction mixture was heated to 40° C. and stirred for 12 hr. The crude reaction mixture was purified by column chromatography (12 g, 0-10% MeOH in DCM, gradient elution). Product fractions were contami... Reactants: C(N)([O-])=O (Carbamate), COC1=CC=CC2=C1N=C(S2)NC(O)=O ((4-methoxy-benzothiazol-2-yl)-carbamic acid). Yields the product COC1=CC=C(C2=C1N=C(S2)NC(O)=O)N2CCOCC2 ((4-Methoxy-7-morpholin-4-yl-benzothiazol-2-yl)-carbamic acid). Isolated yield 58.0%. Reaction SMILES: [C:1](=[O:4])([O-])N.[CH3:5][O:6][C:7]1[C:12]2[N:13]=[C:14]([NH:16][C:17](=[O:19])[OH:18])[S:15][C:11]=2[CH:10]=[CH:9][CH:8]=1>>[CH3:5][O:6][C:7]1[C:12]2[N:13]=[C:14]([NH:16][C:17](=[O:18])[OH:19])[S:15][C:11]=2[C:10]([N:13]2[CH2:14][CH2:1][O:4][CH2:11][CH2:12]2)=[CH:9][CH:8]=1. Reported procedure: Carbamate formation using the same procedure as for (4-methoxy-benzothiazol-2-yl)-carbamic acid methyll ester yields the product as off-white solid in 58% yield. MS: m/e=324 (M+H+). Reactants: Cl.NC=1SC=C(N1)C(C(=O)NC1[C@@H]2N(C(=CCS2)C(=O)O)C1=O)=O (7-[2-(2-amino-4-thiazolyl)glyoxyloylamino]-3-cephem-4-carboxylic acid hydrochloride), C([O-])(O)=O.[Na+] (sodium bicarbonate), C([O-])(O)=O.[Na+] (sodium bicarbonate), C(C)(=O)[O-].[Na+] (Sodium acetate), Cl.O(C)N (methoxylamine hydrochloride). The solvent is O (water). The product is NC=1SC=C(N1)C(C(=O)NC1[C@@H]2N(C(=CCS2)C(=O)O)C1=O)=NOC (7-[2-(2-amino-4-thiazolyl)-2-methoxyiminoacetamido]-3-cephem-4-carboxylic acid). Yield: 6.9%. RXN SMILES: Cl.[NH2:2][C:3]1[S:4][CH:5]=[C:6]([C:8](=O)[C:9]([NH:11][CH:12]2[C:22](=[O:23])[N:14]3[C:15]([C:19]([OH:21])=[O:20])=[CH:16][CH2:17][S:18][C@H:13]23)=[O:10])[N:7]=1.C(=O)(O)[O-].[Na+].C([O-])(=O)C.[Na+].Cl.[O:36]([NH2:38])[CH3:37]>O>[NH2:2][C:3]1[S:4][CH:5]=[C:6]([C:8](=[N:38][O:36][CH3:37])[C:9]([NH:11][CH:12]2[C:22](=[O:23])[N:14]3[C:15]([C:19]([OH:21])=[O:20])=[CH:16][CH2:17][S:18][C@H:13]23)=[O:10])[N:7]=1 |f:0.1,2.3,4.5,6.7|. Procedure: A solution of 7-[2-(2-amino-4-thiazolyl)glyoxyloylamino]-3-cephem-4-carboxylic acid hydrochloride (1.78 g) in water (100 ml) was adjusted to pH 6.0 with sodium bicarbonate under ice-cooling with stirring. Sodium acetate (0.38 g) and methoxylamine hydrochloride (1.37 g) were added to the solution adjusted to pH 7.0 with sodium bicarbonate and then stirred at 48° C. for an hour. The resultant solution was washed with ethyl acetate (200 ml) and diethyl ether (100 ml) in turn, and then nitrogen gas ... Starting materials: CCN(C(C)C)C(C)C, CC(C)(C)CC1NC(C(=O)O)C(c2cccc(Cl)c2F)C1(C#N)c1ccc(Cl)cc1F, ClCCl, COC(=O)c1cc(OC)c(N)cc1F. Product: COC(=O)c1cc(OC)c(NC(=O)C2NC(CC(C)(C)C)C(C#N)(c3ccc(Cl)cc3F)C2c2cccc(Cl)c2F)cc1F. Reaction SMILES: [CH:32]([N:33]([CH2:34][CH3:35])[CH:36]([CH3:37])[CH3:38])([CH3:39])[CH3:40].[Cl:1][c:2]1[c:3]([F:31])[c:4]([CH:8]2[CH:9]([C:28](=[O:29])[OH:30])[NH:10][CH:11]([CH2:23][C:24]([CH3:25])([CH3:26])[CH3:27])[C:12]2([C:13]#[N:14])[c:15]2[c:16]([F:22])[cH:17][c:18]([Cl:21])[cH:19][cH:20]2)[cH:5][cH:6][cH:7]1.[Cl:55][CH2:56][Cl:57].[NH2:41][c:42]1[cH:43][c:44]([F:54])[c:45]([C:46](=[O:47])[O:48][CH3:49])[cH:50][c:51]1[O:52][CH3:53]>>[Cl:1][c:2]1[c:3]([F:31])[c:4]([CH:8]2[CH:9]([C:28](=[O:29])[NH:41][c:42]3[cH:43][c:44]([F:54])[c:45]([C:46](=[O:47])[O:48][CH3:49])[cH:50][c:51]3[O:52][CH3:53])[NH:10][CH:11]([CH2:23][C:24]([CH3:25])([CH3:26])[CH3:27])[C:12]2([C:13]#[N:14])[c:15]2[c:16]([F:22])[cH:17][c:18]([Cl:21])[cH:19][cH:20]2)[cH:5][cH:6][cH:7]1. Starting materials: C1=CC=CC1 (cyclopentadiene), C(C)NCC (diethylamine), butylaldehyde, C(C)(=O)O (acetic acid), resultant solution, O (water). As a reaction SMILES: [CH:1]1[CH2:5][CH:4]=[CH:3][CH:2]=1.C(N[CH2:9][CH3:10])C.[C:11](O)(=O)[CH3:12].O>CO.CCCCC>[CH:11](=[C:2]1[CH:1]=[CH:5][CH:4]=[CH:3]1)[CH2:12][CH2:9][CH3:10]. Yields the product C(CCC)=C1C=CC=C1 (5-butylidene-cyclopenta-1,3-diene). Yield: 96.0%. Procedure: 2.5 eq. (20.47 g, 0.31 mol) of cyclopentadiene and diethylamine (7.44 g, 1.102 mol) were added to butylaldehyde (8.93 g, 0.124 mol). The reactant solution was incubated in 80 ml of methanol and then at room temperature for 2 hours. 15.1 ml of acetic acid was added, and the result was stirred for 10 minutes. The resultant solution was then diluted with 200 ml of pentane and treated with 100 ml of water to remove methanol. To remove residual diethylamine, the resultant solution was washed with 200... Conditions: time 2 hour. Run in CO (methanol), CCCCC (pentane). Starting materials: C(CC(=O)C)(=O)OCC (Ethyl acetoacetate), [Li+].CC(C)[N-]C(C)C (LDA), C(C1=CC=CC=C1)Br (benzyl bromide). The solvent is C1CCOC1 (THF). Conditions: time 30 minute. The product is C(C)OC(CC(CCC1=CC=CC=C1)=O)=O (3-Oxo-5-phenyl-pentanoic acid ethyl ester). Yield: 36.3%. As a reaction SMILES: [C:1]([O:7][CH2:8][CH3:9])(=[O:6])[CH2:2][C:3]([CH3:5])=[O:4].[Li+].CC([N-]C(C)C)C.[CH2:18](Br)[C:19]1[CH:24]=[CH:23][CH:22]=[CH:21][CH:20]=1>C1COCC1>[CH2:8]([O:7][C:1](=[O:6])[CH2:2][C:3](=[O:4])[CH2:5][CH2:18][C:19]1[CH:24]=[CH:23][CH:22]=[CH:21][CH:20]=1)[CH3:9] |f:1.2|. Procedure details: Ethyl acetoacetate (2.32 g, 20 mmol) is added to a pre-cold solution of LDA (2.0 M, 20 mL, 40 mmol) in THF (100 mL) at 0° C. After addition, the mixture is stirred for 30 min, then benzyl bromide (3.42 g, 20 mmol) is added dropwise. After stirred at 0° C. for 30 min, the reaction is quenched by 5 N HCl, extracted with ethyl ether. The combined organic layers are washed with water and brine until it is neutral. Concentration and column chromatography yields 1.6 g of the title compounds. The reactants are CC1(OCCC2=C1NC1=CC=CC=C21)CCN2CCN(CC2)C (1-methyl-1-[2-(4-methyl-1-piperazinyl)ethyl]-1,3,4,9-tetrahydropyrano[3,4-b]indole), C(\C=C/C(=O)O)(=O)O (maleic acid), dimaleate. The product is CC1(OCCC2=C1NC1=CC=CC=C21)CCN2CCCC2 (1-methyl-1-[2-(1-pyrrolidinyl)ethyl]-1,3,4,9-tetrahydropyrano-[3,4-b]indole). Reaction SMILES: [CH3:1][C:2]1([CH2:15][CH2:16][N:17]2[CH2:22][CH2:21]N(C)[CH2:19][CH2:18]2)[C:7]2[NH:8][C:9]3[C:14]([C:6]=2[CH2:5][CH2:4][O:3]1)=[CH:13][CH:12]=[CH:11][CH:10]=3.C(O)(=O)/C=C\C(O)=O>>[CH3:1][C:2]1([CH2:15][CH2:16][N:17]2[CH2:18][CH2:19][CH2:21][CH2:22]2)[C:7]2[NH:8][C:9]3[C:14]([C:6]=2[CH2:5][CH2:4][O:3]1)=[CH:13][CH:12]=[CH:11][CH:10]=3. Procedure details: 1-methyl-1-[2-(4-methyl-1-piperazinyl)ethyl]-1,3,4,9-tetrahydropyrano[3,4-b]indole, nmr (CDCl3) δ1.47 (3H), 2.58 (3H), 3.87 (t, 2H), [m.p. of corresponding maleic acid addition salt (i.e. dimaleate), 208°-210° C.], respectively. Reactants: O=C([O-])[O-], CN(C)C=O, ClCc1ccc(OCc2csc(-c3ccccc3)n2)nc1, [K+], [K+], O, COC(=O)Cc1cn(C)nc1O. The product is COC(=O)Cc1cn(C)nc1OCc1ccc(OCc2csc(-c3ccccc3)n2)nc1. RXN SMILES: [C:34](=[O:35])([O-:36])[O-:37].[CH3:40][N:41]([CH3:42])[CH:43]=[O:44].[Cl:13][CH2:14][c:15]1[cH:16][cH:17][c:18]([O:21][CH2:22][c:23]2[n:24][c:25](-[c:28]3[cH:29][cH:30][cH:31][cH:32][cH:33]3)[s:26][cH:27]2)[n:19][cH:20]1.[K+:38].[K+:39].[OH2:45].[OH:1][c:2]1[n:3][n:4]([CH3:12])[cH:5][c:6]1[CH2:7][C:8](=[O:9])[O:10][CH3:11]>>[O:1]([c:2]1[n:3][n:4]([CH3:12])[cH:5][c:6]1[CH2:7][C:8](=[O:9])[O:10][CH3:11])[CH2:14][c:15]1[cH:16][cH:17][c:18]([O:21][CH2:22][c:23]2[n:24][c:25](-[c:28]3[cH:29][cH:30][cH:31][cH:32][cH:33]3)[s:26][cH:27]2)[n:19][cH:20]1.